Dataset: the Open Reaction Database (ORD), a public repository of structured organic reaction records. Task: describe an organic reaction: reactants, conditions, products, and yield Starting materials: CC=CC#N, CO, C1CC2(CCN1)OCCO2. Product: CC(CC#N)N1CCC2(CC1)OCCO2. As a reaction SMILES: [C:11]([CH:12]=[CH:13][CH3:14])#[N:15].[CH3:16][OH:17].[O:1]1[CH2:2][CH2:3][O:4][C:5]12[CH2:6][CH2:7][NH:8][CH2:9][CH2:10]2>>[O:1]1[CH2:2][CH2:3][O:4][C:5]12[CH2:6][CH2:7][N:8]([CH:13]([CH2:12][C:11]#[N:15])[CH3:14])[CH2:9][CH2:10]2.